This data is from the Open Reaction Database (ORD), a public repository of structured organic reaction records. The task is: describe an organic reaction: reactants, conditions, products, and yield The reactants are CCOCCN, CCN=C=NCCCN(C)C, CC#N, CCN(C(C)C)C(C)C, Cl, Cl, O=C(O)c1ccc([N+](=O)[O-])c(F)c1, O, On1nnc2ccccc21. The product is CCOCCNC(=O)c1ccc([N+](=O)[O-])c(F)c1. Reaction SMILES: [CH2:14]([CH3:15])[O:16][CH2:17][CH2:18][NH2:19].[CH3:30][N:31]([CH3:32])[CH2:33][CH2:34][CH2:35][N:36]=[C:37]=[N:38][CH2:39][CH3:40].[CH3:53][C:54]#[N:55].[CH:20]([N:21]([CH2:22][CH3:23])[CH:24]([CH3:25])[CH3:26])([CH3:27])[CH3:28].[ClH:29].[ClH:52].[F:1][c:2]1[cH:3][c:4]([C:5](=[O:6])[OH:7])[cH:8][cH:9][c:10]1[N+:11](=[O:12])[O-:13].[OH2:41].[OH:42][n:43]1[c:44]2[cH:45][cH:46][cH:47][cH:48][c:49]2[n:50][n:51]1>>[F:1][c:2]1[cH:3][c:4]([C:5](=[O:7])[NH:19][CH2:18][CH2:17][O:16][CH2:14][CH3:15])[cH:8][cH:9][c:10]1[N+:11](=[O:12])[O-:13]. As a reaction SMILES: [CH2:1]([CH:2]([CH3:3])[CH3:4])[c:5]1[n:6][cH:7][c:8]([C:9](=[O:10])[NH2:11])[cH:12][c:13]1[CH3:14].[Cl:21][CH2:22][Cl:23].[cH:15]1[cH:16][cH:17][n:18][cH:19][cH:20]1>>[CH2:1]([CH:2]([CH3:3])[CH3:4])[c:5]1[n:6][cH:7][c:8]([C:9]#[N:11])[cH:12][c:13]1[CH3:14]. The reactants are Cc1cc(C(N)=O)cnc1CC(C)C, ClCCl, c1ccncc1. Yields the product Cc1cc(C#N)cnc1CC(C)C. RXN SMILES: [CH3:14][N:15]([CH3:16])[CH:17]=[O:18].[Cl:19][C:20]([C:21]([Cl:22])=[O:23])=[O:24].[Cl:25][CH2:26][Cl:27].[ClH:1].[N:2]1([CH2:8][CH:9]=[CH:10][C:11](=[O:12])[OH:13])[CH2:3][CH2:4][CH2:5][CH2:6][CH2:7]1>>[N:2]1([CH2:8][CH:9]=[CH:10][C:11](=[O:13])[Cl:19])[CH2:3][CH2:4][CH2:5][CH2:6][CH2:7]1. Product: O=C(Cl)C=CCN1CCCCC1. Reactants: CN(C)C=O, O=C(Cl)C(=O)Cl, ClCCl, Cl, O=C(O)C=CCN1CCCCC1. Starting materials: CC(C)(C)OC(=O)NCCCCC(NS(=O)(=O)N1CCOC1=O)C(=O)OC(C)(C)C, CC#N, CC(C)C1COCCCCOc2ccc(cc2)CC(N)C(=O)N1, C1COCN1. Product: CC(C)C1COCCCCOc2ccc(cc2)CC(NS(=O)(=O)NC(CCCCNC(=O)OC(C)(C)C)C(=O)OC(C)(C)C)C(=O)N1. RXN SMILES: [C:1]([CH3:2])([CH3:3])([CH3:4])[O:5][C:6](=[O:7])[NH:8][CH2:9][CH2:10][CH2:11][CH2:12][CH:13]([C:14](=[O:15])[O:16][C:17]([CH3:18])([CH3:19])[CH3:20])[NH:21][S:22](=[O:23])(=[O:24])[N:25]1[CH2:26][CH2:27][O:28][C:29]1=[O:30].[CH3:59][C:60]#[N:61].[NH2:31][CH:32]1[C:33](=[O:53])[NH:34][CH:35]([CH:50]([CH3:51])[CH3:52])[CH2:36][O:37][CH2:38][CH2:39][CH2:40][CH2:41][O:42][c:43]2[cH:44][cH:45][c:46]([cH:48][cH:49]2)[CH2:47]1.[O:54]1[CH2:55][CH2:56][NH:57][CH2:58]1>>[C:1]([CH3:2])([CH3:3])([CH3:4])[O:5][C:6](=[O:7])[NH:8][CH2:9][CH2:10][CH2:11][CH2:12][CH:13]([C:14](=[O:15])[O:16][C:17]([CH3:18])([CH3:19])[CH3:20])[NH:21][S:22](=[O:23])(=[O:24])[NH:31][CH:32]1[C:33](=[O:53])[NH:34][CH:35]([CH:50]([CH3:51])[CH3:52])[CH2:36][O:37][CH2:38][CH2:39][CH2:40][CH2:41][O:42][c:43]2[cH:44][cH:45][c:46]([cH:48][cH:49]2)[CH2:47]1. The reactants are Cc1ccccc1, Cl, CC(C)CN=Cc1cccc(Oc2ccccc2)c1, O. The product is O=Cc1cccc(Oc2ccccc2)c1. RXN SMILES: [CH3:22][c:23]1[cH:24][cH:25][cH:26][cH:27][cH:28]1.[ClH:1].[O:3]([c:4]1[cH:5][cH:6][cH:7][cH:8][cH:9]1)[c:10]1[cH:11][c:12]([CH:13]=[N:14][CH2:15][CH:16]([CH3:17])[CH3:18])[cH:19][cH:20][cH:21]1.[OH2:2]>>[O:2]=[CH:13][c:12]1[cH:11][c:10]([O:3][c:4]2[cH:5][cH:6][cH:7][cH:8][cH:9]2)[cH:21][cH:20][cH:19]1. Starting materials: C(C)(=O)C1=C(N=CN1)C (5-acetyl-4-methylimidazole), BrBr (bromine). Solvent: Br (hydrobromic acid), Br (hydrobromic acid). Run at time 1.25 hour. Yields the product CC=1N=CNC1C(CBr)=O (1-(4-Methyl-5-imidazolyl)-2-bromoethanone). As a reaction SMILES: [C:1]([C:4]1[NH:8][CH:7]=[N:6][C:5]=1[CH3:9])(=[O:3])[CH3:2].[Br:10]Br>Br>[CH3:9][C:5]1[N:6]=[CH:7][NH:8][C:4]=1[C:1](=[O:3])[CH2:2][Br:10]. Procedure: A solution of 1.57 g (12.6 mmol) of 5-acetyl-4-methylimidazole in 15 ml of concentrated hydrobromic acid was warmed to 50° and a solution of 2.01 g (12.6 mmol) of bromine in 15 ml of concentrated hydrobromic acid was added over 0.75 hour. The mixture was stirred at 50° for 1.25 hour, then concentrated. The residue was triturated with isopropyl alcohol and the white solid was collected by filtration. This amounted to 2.78 g (78%) of 1-(4-methyl-5-imidazolyl)-2-bromoethanone hydrobromide: nmr (D6D... The reactants are CCN(CC)C(=O)Cl, CC#N, [Na+], N#C[S-]. Product: CCN(CC)C(=O)SC#N. RXN SMILES: [CH2:5]([CH3:6])[N:7]([C:8](=[O:9])[Cl:10])[CH2:11][CH3:12].[CH3:13][C:14]#[N:15].[Na+:1].[S-:2][C:3]#[N:4]>>[S:2]([C:3]#[N:4])[C:8]([N:7]([CH2:5][CH3:6])[CH2:11][CH3:12])=[O:9]. Starting materials: O=C(Nc1cc2ccccc2c(Br)n1)C1(c2ccc3c(c2)OC(F)(F)O3)CC1, CC1(C)OC(c2ccc3c(c2)C(=O)NC3)OC1(C)C, COCCOC, [Na+], [Na+], O=C([O-])[O-], c1ccc(P(c2ccccc2)(c2ccccc2)[Pd](P(c2ccccc2)(c2ccccc2)c2ccccc2)(P(c2ccccc2)(c2ccccc2)c2ccccc2)P(c2ccccc2)(c2ccccc2)c2ccccc2)cc1. The product is O=C1NCc2ccc(-c3nc(NC(=O)C4(c5ccc6c(c5)OC(F)(F)O6)CC4)cc4ccccc34)cc21. Reaction SMILES: [Br:1][c:2]1[n:3][c:4]([NH:12][C:13](=[O:14])[C:15]2([c:18]3[cH:19][c:20]4[c:21]([cH:27][cH:28]3)[O:22][C:23]([F:25])([F:26])[O:24]4)[CH2:16][CH2:17]2)[cH:5][c:6]2[cH:7][cH:8][cH:9][cH:10][c:11]12.[CH3:29][C:30]1([CH3:31])[C:32]([CH3:33])([CH3:34])[O:35][CH:36]([c:37]2[cH:38][cH:39][c:40]3[c:44]([cH:45]2)[C:43](=[O:46])[NH:42][CH2:41]3)[O:47]1.[CH3:54][O:55][CH2:56][CH2:57][O:58][CH3:59].[Na+:48].[Na+:49].[O-:50][C:51](=[O:52])[O-:53].[cH:60]1[cH:61][cH:62][c:63]([P:64]([Pd:65]([P:66]([c:67]2[cH:68][cH:69][cH:70][cH:71][cH:72]2)([c:73]2[cH:74][cH:75][cH:76][cH:77][cH:78]2)[c:79]2[cH:80][cH:81][cH:82][cH:83][cH:84]2)([P:85]([c:86]2[cH:87][cH:88][cH:89][cH:90][cH:91]2)([c:92]2[cH:93][cH:94][cH:95][cH:96][cH:97]2)[c:98]2[cH:99][cH:100][cH:101][cH:102][cH:103]2)[P:104]([c:105]2[cH:106][cH:107][cH:108][cH:109][cH:110]2)([c:111]2[cH:112][cH:113][cH:114][cH:115][cH:116]2)[c:117]2[cH:118][cH:119][cH:120][cH:121][cH:122]2)([c:123]2[cH:124][cH:125][cH:126][cH:127][cH:128]2)[c:129]2[cH:130][cH:131][cH:132][cH:133][cH:134]2)[cH:135][cH:136]1>>[c:2]1(-[c:37]2[cH:38][cH:39][c:40]3[c:44]([cH:45]2)[C:43](=[O:46])[NH:42][CH2:41]3)[n:3][c:4]([NH:12][C:13](=[O:14])[C:15]2([c:18]3[cH:19][c:20]4[c:21]([cH:27][cH:28]3)[O:22][C:23]([F:25])([F:26])[O:24]4)[CH2:16][CH2:17]2)[cH:5][c:6]2[cH:7][cH:8][cH:9][cH:10][c:11]12. Starting materials: CC(CNCC(C)O)O (diisopropanol amine), II, nitrites, CC(CNCC(C)O)O (DIPA), amide acetal, amide acetal, CO[Na] (CH3ONa), C(CCCCCCCCCCC)(=O)OC (methyl laurate), amide acetal, nitriles. Reagents/catalysts: C(C)(=O)[O-].[Zn+2].C(C)(=O)[O-] (zinc acetate). Run at temperature 75 celsius. Product: CC1CN2C(OC(C2)C)(O1)CCCCCCCCCCC (2,6-dimethyl-7a-undecyl-tetrahydro-2H-oxazolo[2,3-b]oxazole). As a reaction SMILES: [CH3:1][CH:2]([OH:9])[CH2:3][NH:4][CH2:5][CH:6]([OH:8])[CH3:7].CO[Na].[C:13](OC)(=O)[CH2:14][CH2:15][CH2:16][CH2:17][CH2:18][CH2:19][CH2:20][CH2:21][CH2:22][CH2:23][CH3:24]>C([O-])(=O)C.[Zn+2].C([O-])(=O)C>[CH3:1][CH:2]1[O:9][C:24]2([CH2:23][CH2:22][CH2:21][CH2:20][CH2:19][CH2:18][CH2:17][CH2:16][CH2:15][CH2:14][CH3:13])[O:8][CH:6]([CH3:7])[CH2:5][N:4]2[CH2:3]1 |f:3.4.5|. Procedure details: In a first stage to a reactor, equipped with a distillation column, condenser, and graduated receiver, 199.8 g (1.5 mol) of diisopropanol amine (DIPA) and 7.5 g of CH3ONa (30% in methanol) were added and the batch heated to 75° C. 160.5 g (0.75 mol) of methyl laurate were added during 2 hours at 75° C. Temperature was gradually increased during 3 hours. Methanol has been removed at lower pressure 26,660 Pa) and at 120° C. and excess of DIPA has been removed at a pressure below 133 Pa and at 140°... Reactants: O (water), 2-(tetrahydropyranyl)methylbromide, [OH-].[K+] (potassium hydroxide), S(=O)(=O)([O-])[O-].C(CCC)[N+](CCCC)(CCCC)CCCC.C(CCC)[N+](CCCC)(CCCC)CCCC (tetrabutyl-ammonium sulfate), Cl.O1CCOCC1 (HCl 1,4-dioxane). Solvent: CO (methanol), C(Cl)(Cl)Cl (chloroform), C1(=CC=CC=C1)C (toluene). Conditions: temperature 50 celsius, time 1 hour. Product: Cl.Cl.O1C(CCCC1)CNN ((Tetrahydro-2H-pyran-2-ylmethyl)hydrazine dihydrochloride). The yield is 70.0%. As a reaction SMILES: [OH-].[K+].S([O-])([O-])(=O)=O.C([N+:12]([CH2:21][CH2:22][CH2:23][CH3:24])(CCCC)CCCC)CCC.C([N+:29](CCCC)(CCCC)CCCC)CCC.O.[ClH:43].[O:44]1CCO[CH2:46][CH2:45]1>C1(C)C=CC=CC=1.CO.C(Cl)(Cl)Cl>[ClH:43].[ClH:43].[O:44]1[CH2:45][CH2:46][CH2:24][CH2:23][CH:22]1[CH2:21][NH:12][NH2:29] |f:0.1,2.3.4,6.7,11.12.13|. Reported procedure: A solution of the Compound (Ih) (10 g, 58 mmol), 2-(tetrahydropyranyl)methylbromide (10 mL, 81 mmol), potassium hydroxide (4.89 g, 87 mmol) and tetrabutyl-ammonium sulfate (1.97 g, 5.8 mmol) in toluene (200 mL) was heated under reflux for 9 hours. To the reaction mixture was added water (200 mL), and the aqueous layer was extracted with ethyl acetate (200 mL). The combined organic layers were dried over anhydrous MgSO4 and the solvent was evaporated under reduced pressure. The concentrated resid...